describe an organic reaction: reactants, conditions, products, and yield From a dataset of the Open Reaction Database (ORD), a public repository of structured organic reaction records. Reactants: O=C([O-])[O-], CC(=O)OCCBr, N#Cc1cccc(O)c1, CC(C)=O, [I-], [K+], [K+], [Na+]. The product is CC(=O)OCCOc1cccc(C#N)c1. As a reaction SMILES: [C:10](=[O:11])([O-:12])[O-:13].[C:16]([CH3:17])(=[O:18])[O:19][CH2:20][CH2:21][Br:22].[C:1](#[N:2])[c:3]1[cH:4][c:5]([OH:9])[cH:6][cH:7][cH:8]1.[CH3:25][C:26](=[O:27])[CH3:28].[I-:24].[K+:14].[K+:15].[Na+:23]>>[C:1](#[N:2])[c:3]1[cH:4][c:5]([O:9][CH2:21][CH2:20][O:19][C:16]([CH3:17])=[O:18])[cH:6][cH:7][cH:8]1.